Dataset: the Open Reaction Database (ORD), a public repository of structured organic reaction records. Task: describe an organic reaction: reactants, conditions, products, and yield Starting materials: C1COCCN1, CC#N, O=[N+]([O-])c1ccc(F)cc1O, O. The product is O=[N+]([O-])c1ccc(N2CCOCC2)cc1O. As a reaction SMILES: [CH2:12]1[CH2:13][O:14][CH2:15][CH2:16][NH:17]1.[CH3:18][C:19]#[N:20].[F:1][c:2]1[cH:3][cH:4][c:5]([N+:9](=[O:10])[O-:11])[c:6]([OH:8])[cH:7]1.[OH2:21]>>[c:2]1([N:17]2[CH2:12][CH2:13][O:14][CH2:15][CH2:16]2)[cH:3][cH:4][c:5]([N+:9](=[O:10])[O-:11])[c:6]([OH:8])[cH:7]1. Reactants: CCOC(=O)Cc1ccc(OCC=C(c2ccccc2)c2ccc(Br)cc2)cc1, C1CCOC1, CCO, [Na+], [OH-], O. The product is O=C(O)Cc1ccc(OCC=C(c2ccccc2)c2ccc(Br)cc2)cc1. Reaction SMILES: [CH2:1]([CH3:2])[O:3][C:4]([CH2:5][c:6]1[cH:7][cH:8][c:9]([O:12][CH2:13][CH:14]=[C:15]([c:16]2[cH:17][cH:18][cH:19][cH:20][cH:21]2)[c:22]2[cH:23][cH:24][c:25]([Br:28])[cH:26][cH:27]2)[cH:10][cH:11]1)=[O:29].[CH2:33]1[O:34][CH2:35][CH2:36][CH2:37]1.[CH3:38][CH2:39][OH:40].[Na+:31].[OH-:30].[OH2:32]>>[O:3]=[C:4]([CH2:5][c:6]1[cH:7][cH:8][c:9]([O:12][CH2:13][CH:14]=[C:15]([c:16]2[cH:17][cH:18][cH:19][cH:20][cH:21]2)[c:22]2[cH:23][cH:24][c:25]([Br:28])[cH:26][cH:27]2)[cH:10][cH:11]1)[OH:29]. The solvent is C(C)OCC (diethyl ether), CCOCC (ether), ClCCl (dichloromethane). Reaction SMILES: [Br:1][C:2]1[CH:3]=[C:4]([CH:8]([O:12][Si:13]([C:16]([CH3:19])([CH3:18])[CH3:17])([CH3:15])[CH3:14])[CH2:9][CH:10]=[O:11])[CH:5]=[CH:6][CH:7]=1.[CH2:20]([Mg]Br)[CH:21]=[CH2:22]>C(OCC)C.ClCCl>[Br:1][C:2]1[CH:3]=[C:4]([CH:8]([O:12][Si:13]([C:16]([CH3:19])([CH3:18])[CH3:17])([CH3:15])[CH3:14])[CH2:9][CH:10]([OH:11])[CH2:22][CH:21]=[CH2:20])[CH:5]=[CH:6][CH:7]=1. Isolated yield 84.0%. Reported procedure: To a 0° C. solution of 3-(3-bromophenyl)-3-(tert-butyldimethylsilyloxy)propanal (17.9 g, 52.1 mmol) in dry diethyl ether (150 mL) is added 1 M allylmagnesium bromide solution in ether (52.1 mL, 52.1 mmol). The resulting mixture is warmed to room temperature over 1 hour. The mixture is diluted with dichloromethane and is quenched by addition of saturated aqueous solution of ammonium chloride. The mixture is extracted three times with dichloromethane. The combined organic layers are washed with br... Reactants: BrC=1C=C(C=CC1)C(CC=O)O[Si](C)(C)C(C)(C)C (3-(3-bromophenyl)-3-(tert-butyldimethylsilyloxy)propanal), C(C=C)[Mg]Br (allylmagnesium bromide). The product is BrC=1C=C(C=CC1)C(CC(CC=C)O)O[Si](C)(C)C(C)(C)C (1-(3-Bromophenyl)-1-(tert-butyldimethylsilyloxy)hex-5-en-3-ol), mixture. The reactants are CCCCOC(=O)C(C)O, Cc1c(N(Cc2ccccc2)Cc2ccc(Oc3cccc(O)c3)cc2)cccc1[N+](=O)[O-]. Product: CCCCOC(=O)C(C)Oc1cccc(Oc2ccc(CN(Cc3ccccc3)c3cccc([N+](=O)[O-])c3C)cc2)c1. RXN SMILES: [C:34]([CH:35]([OH:36])[CH3:37])(=[O:38])[O:39][CH2:40][CH2:41][CH2:42][CH3:43].[CH2:1]([c:2]1[cH:3][cH:4][cH:5][cH:6][cH:7]1)[N:8]([c:9]1[c:10]([CH3:18])[c:11]([N+:15](=[O:16])[O-:17])[cH:12][cH:13][cH:14]1)[CH2:19][c:20]1[cH:21][cH:22][c:23]([O:24][c:25]2[cH:26][c:27]([OH:31])[cH:28][cH:29][cH:30]2)[cH:32][cH:33]1>>[CH2:1]([c:2]1[cH:3][cH:4][cH:5][cH:6][cH:7]1)[N:8]([c:9]1[c:10]([CH3:18])[c:11]([N+:15](=[O:16])[O-:17])[cH:12][cH:13][cH:14]1)[CH2:19][c:20]1[cH:21][cH:22][c:23]([O:24][c:25]2[cH:26][c:27]([O:31][CH:35]([C:34](=[O:38])[O:39][CH2:40][CH2:41][CH2:42][CH3:43])[CH3:37])[cH:28][cH:29][cH:30]2)[cH:32][cH:33]1. Product: OCCCCC1=CC=C(S1)C(=O)OC (methyl 5-(4-hydroxybutyl)thiophene-2-carboxylate). Reaction SMILES: [O:1]=[CH:2][CH2:3][CH2:4][CH2:5][C:6]1[S:10][C:9]([C:11]([O:13][CH3:14])=[O:12])=[CH:8][CH:7]=1.C([N-]C(C)C)(C)C.[Li+].O1CCCCC1OCCCI.CI.C(=O)([O-])[O-].[K+].[K+]>>[OH:1][CH2:2][CH2:3][CH2:4][CH2:5][C:6]1[S:10][C:9]([C:11]([O:13][CH3:14])=[O:12])=[CH:8][CH:7]=1 |f:1.2,5.6.7|. Procedure: A synthetic scheme that is particularly useful for preparation of aldehydes of formula III where n is 3 or 4 and A is 2,5-thienylene or 2,5-furylene is illustrated by the method of synthesis of methyl 5-(4-oxobutyl)thiophene-2-carboxylate (XXII): ##STR36## an aldehyde of formula II where A is 2,5-thienylene, n is 3, and R8 is methyl. Here, the dianion prepared by the action of lithium diisopropylamide on 5-methylthiophene-2-carboxylic acid is alkylated with 3-(tetrahydro-2H-pyran-2-yloxy)propyl ... Starting materials: CI (methyl iodide), aldehyde, C(C)(C)[N-]C(C)C.[Li+] (lithium diisopropylamide), C([O-])([O-])=O.[K+].[K+] (potassium carbonate), O1C(CCCC1)OCCCI (3-(tetrahydro-2H-pyran-2-yloxy)propyl iodide), 2,5-thienylene, aldehydes, formula III, 2,5-thienylene, O=CCCCC1=CC=C(S1)C(=O)OC (methyl 5-(4-oxobutyl)thiophene-2-carboxylate), formula II. As a reaction SMILES: [CH3:1][C:2]1[N:3]=[C:4]2[S:21][CH:20]=[CH:19][N:5]2[C:6](=[O:18])[C:7]=1[C:8]1[CH:13]=[CH:12][C:11]([C:14]([F:17])([F:16])[F:15])=[CH:10][CH:9]=1.[CH:22]1([CH2:26][O:27][C:28]2[C:35]([O:36][CH3:37])=[CH:34][CH:33]=[CH:32][C:29]=2[CH:30]=O)[CH2:25][CH2:24][CH2:23]1.[O-]CC.[Na+]>C(O)C>[CH:22]1([CH2:26][O:27][C:28]2[C:35]([O:36][CH3:37])=[CH:34][CH:33]=[CH:32][C:29]=2/[CH:30]=[CH:1]/[C:2]2[N:3]=[C:4]3[S:21][CH:20]=[CH:19][N:5]3[C:6](=[O:18])[C:7]=2[C:8]2[CH:13]=[CH:12][C:11]([C:14]([F:17])([F:15])[F:16])=[CH:10][CH:9]=2)[CH2:23][CH2:24][CH2:25]1 |f:2.3|. The yield is 46.9%. Yields the product C1(CCC1)COC1=C(C=CC=C1OC)/C=C/C=1N=C2N(C(C1C1=CC=C(C=C1)C(F)(F)F)=O)C=CS2 (7-[(E)-2-(2-Cyclobutylmethoxy-3-methoxyphenyl)-1-ethenyl]-6-[4-(trifluoro methyl)phenyl]-5H-[1,3]thiazolo[3,2-a]pyrimidin-5-one). Reported procedure: The title compound was synthesized by condensation of Intermediate 5 (400 mg, 1.289 mmol) with 2-cyclobutylmethoxy-3-methoxybenzaldehyde (368 mg, 1.603 mmol) in the presence of sodium ethoxide (163 mg, 2.411 mmol) in ethanol (15 ml) according to the procedure described in Example 24 to give 310 mg of the desired product as an off-white solid; 1H NMR (300 MHz, DMSO-d6) δ 1.80-1.86 (m, 5H), 1.98-2.04 (m, 2H), 3.77 (s, 3H), 3.82 (d, J=6.9 Hz, 2H), 6.87-7.00 (m, 4H), 7.51 (d, J=7.5 Hz, 1H), 7.59 (d,... Starting materials: CC=1N=C2N(C(C1C1=CC=C(C=C1)C(F)(F)F)=O)C=CS2 (7-Methyl-6-[4-(trifluoromethyl)phenyl]-5H-[1,3]thiazolo[3,2-a]pyrimidin-5-one), C1(CCC1)COC1=C(C=O)C=CC=C1OC (2-cyclobutylmethoxy-3-methoxybenzaldehyde), [O-]CC.[Na+] (sodium ethoxide). Solvent: C(C)O (ethanol). Starting materials: C(CCl)Cl (EDC), C=1C=CC2=C(C1)N=NN2O (HOBT), NCC=1C(=C(C(=CC1)Br)OC=1C=C(C#N)C=C(C1)Cl)F (3-{[3-(aminomethyl)-6-bromo-2-fluorophenyl]oxy}-5-chlorobenzonitrile), ClC=1N=CN(C1C(=O)O)COCC[Si](C)(C)C (4-chloro-1-({[2-(trimethylsilyl)ethyl]oxy}methyl)-1H-imidazole-5-carboxylic acid), FC(C(=O)O)(F)F (Trifluoroacetic acid). The solvent is CN(C)C=O (DMF), ClCCl (dichloromethane). Reaction conditions: time 8 hour. Product: BrC1=C(C(=C(C=C1)CNC(=O)C1=C(N=CN1)Cl)F)OC1=CC(=CC(=C1)C#N)Cl (N-({4-bromo-3-[(3-chloro-5-cyanophenyl)oxy]-2-fluorophenyl}methyl)-4-chloro-1H-imidazole-5-carboxamide). Yield: 2.8%. Reaction SMILES: C(Cl)CCl.C1C=CC2N(O)N=NC=2C=1.[NH2:15][CH2:16][C:17]1[C:18]([F:34])=[C:19]([O:24][C:25]2[CH:26]=[C:27]([CH:30]=[C:31]([Cl:33])[CH:32]=2)[C:28]#[N:29])[C:20]([Br:23])=[CH:21][CH:22]=1.[Cl:35][C:36]1[N:37]=[CH:38][N:39](COCC[Si](C)(C)C)[C:40]=1[C:41](O)=[O:42].FC(F)(F)C(O)=O>CN(C=O)C.ClCCl>[Br:23][C:20]1[CH:21]=[CH:22][C:17]([CH2:16][NH:15][C:41]([C:40]2[NH:39][CH:38]=[N:37][C:36]=2[Cl:35])=[O:42])=[C:18]([F:34])[C:19]=1[O:24][C:25]1[CH:26]=[C:27]([C:28]#[N:29])[CH:30]=[C:31]([Cl:33])[CH:32]=1. Procedure: EDC (0.028 g, 0.148 mmol) and HOBT (0.020 g, 0.148 mmol) were added to a solution of 3-{[3-(aminomethyl)-6-bromo-2-fluorophenyl]oxy}-5-chlorobenzonitrile (0.053 g, 0.148 mmol) and 4-chloro-1-({[2-(trimethylsilyl)ethyl]oxy}methyl)-1H-imidazole-5-carboxylic acid (0.041 g, 0.148 mmol) in DMF (2 mL). The mixture was stirred at RT overnight. The reaction mixture was extracted with ethyl acetate and saturated aqueous sodium bicarbonate. The organic layer was dried over sodium sulfate and concentrated ... Starting materials: C[O-].[Na+] (sodium methoxide), Cl.N1=CC=CC=C1 (pyridine hydrochloride), FC(C(=O)OC(C(F)(F)F)=O)(F)F (trifluoroacetic anhydride), ice, [C@@H]1(C[C@H](O)[C@@H](CO)O1)N1C=NC=2C(=O)NC(N)=NC12 (deoxyguanosine). Run in N1=CC=CC=C1 (pyridine), CO (methanol), N1=CC=CC=C1 (pyridine). Reaction conditions: time 24 hour. Product: NC1=NC(=C2N=CN(C2=N1)[C@H]1C[C@H](O)[C@H](O1)CO)OC (2-amino-6-methoxy-9-(2-deoxy-Beta-D-erythro-pentofuranosyl)purine). Isolated yield 64.0%. As a reaction SMILES: [C@@H:1]1([N:9]2[C:19]3[N:18]=[C:16]([NH2:17])[NH:15][C:13](=[O:14])[C:12]=3[N:11]=[CH:10]2)[O:8][C@H:5]([CH2:6][OH:7])[C@@H:3]([OH:4])[CH2:2]1.F[C:21](F)(F)C(OC(=O)C(F)(F)F)=O.C[O-].[Na+].Cl.N1C=CC=CC=1>N1C=CC=CC=1.CO>[NH2:17][C:16]1[N:18]=[C:19]2[C:12]([N:11]=[CH:10][N:9]2[C@@H:1]2[O:8][C@H:5]([CH2:6][OH:7])[C@@H:3]([OH:4])[CH2:2]2)=[C:13]([O:14][CH3:21])[N:15]=1 |f:2.3,4.5|. Procedure details: To 2 mmol of deoxyguanosine, dried by evaporation of pyridine and suspended in 10 mL of dry pyridine was added dropwise 2.3 mL (16 mmol) of trifluoroacetic anhydride, with cooling in an ice both. After ten minutes a suspension of 4.3 g of sodium methoxide in 300 mL of methanol was added dropwise. After a further 24 hrs, the mixture was treated with a solution of pyridine hydrochloride (12 mL of pyridine/4 mL conc HCl). The excess acid was destroyed by addition of 2 g of sodium bicarbonate and th... Solvent: O1CCOCC1 (dioxane), O1CCOCC1 (dioxane). The reactants are C(C)(C)(C)OC(=O)N[C@@H]1CC[C@H](CC1)C(=O)NC1=C(OC2=C1C=CC=C2)C(=O)NC2=NC=C(C=C2)Cl (Trans-3-[4-(t-butoxycarbonylamino)cyclohexylcarbonylamino]-N-(5-chloropyridin-2-yl)benzofuran-2-carboxamide), Cl (hydrogen chloride). Yields the product Cl.Cl.N[C@@H]1CC[C@H](CC1)C(=O)NC1=C(OC2=C1C=CC=C2)C(=O)NC2=NC=C(C=C2)Cl (Trans-3-(4-aminocyclohexylcarbonylamino)-N-(5-chloropyridin-2-yl)benzofuran-2-carboxamide dihydrochloride). Reaction conditions: time 12 hour. Reported procedure: Trans-3-[4-(t-butoxycarbonylamino)cyclohexylcarbonylamino]-N-(5-chloropyridin-2-yl)benzofuran-2-carboxamide (10.70 g) obtained in Example 203 is dissolved in dioxane (150 ml), and thereto is added 4N hydrogen chloride in dioxane (150 ml). The mixture is stirred at room temperature for 12 hours, and concentrated under reduced pressure. The residue is crushed in diethyl ether, and collected by filtration to give the title compound (9.80 g). Reaction SMILES: C(OC([NH:8][C@H:9]1[CH2:14][CH2:13][C@H:12]([C:15]([NH:17][C:18]2[C:22]3[CH:23]=[CH:24][CH:25]=[CH:26][C:21]=3[O:20][C:19]=2[C:27]([NH:29][C:30]2[CH:35]=[CH:34][C:33]([Cl:36])=[CH:32][N:31]=2)=[O:28])=[O:16])[CH2:11][CH2:10]1)=O)(C)(C)C.[ClH:37]>O1CCOCC1>[ClH:36].[ClH:37].[NH2:8][C@H:9]1[CH2:14][CH2:13][C@H:12]([C:15]([NH:17][C:18]2[C:22]3[CH:23]=[CH:24][CH:25]=[CH:26][C:21]=3[O:20][C:19]=2[C:27]([NH:29][C:30]2[CH:35]=[CH:34][C:33]([Cl:36])=[CH:32][N:31]=2)=[O:28])=[O:16])[CH2:11][CH2:10]1 |f:3.4.5|. Starting materials: C1(=CC=CC=C1)CC(=O)Cl (phenylacetyl chloride), Cl.C(C(C)C)OC(C(N)C)=O (D,L-alanine iso-butyl ester hydrochloride). Product: C(C(C)C)OC(C(NC(CC1=CC=CC=C1)=O)C)=O (N-(phenylacetyl)-D,L-alanine iso-butyl ester). RXN SMILES: [C:1]1([CH2:7][C:8](Cl)=[O:9])[CH:6]=[CH:5][CH:4]=[CH:3][CH:2]=1.Cl.[CH2:12]([O:16][C:17](=[O:21])[CH:18]([CH3:20])[NH2:19])[CH:13]([CH3:15])[CH3:14]>>[CH2:12]([O:16][C:17](=[O:21])[CH:18]([CH3:20])[NH:19][C:8](=[O:9])[CH2:7][C:1]1[CH:6]=[CH:5][CH:4]=[CH:3][CH:2]=1)[CH:13]([CH3:15])[CH3:14] |f:1.2|. Procedure: Following General Procedure BA above and using phenylacetyl chloride (Aldrich) and D,L-alanine iso-butyl ester hydrochloride (from Example BB above), the title compound was prepared. The reaction was monitored by tlc on silica gel and purification was by extraction with Et2O followed by washes with aqueous K2CO3 and aqueous HCl.